From a dataset of the Open Reaction Database (ORD), a public repository of structured organic reaction records. describe an organic reaction: reactants, conditions, products, and yield The reactants are C(C1=CC=CC=C1)(=O)NC1=CC=C(C=C1)C1=CC=C2CN(C(C2=C1)=O)[C@H](C(=O)O)C(C)C ((S)-2-(6-(4-Benzamidophenyl)-1-oxoisoindolin-2-yl)-3-methylbutanoic acid), ClC1=CC=C(C=C1)C1=NOC(=C1)C(=O)NC1=CC=C(C=C1)C1=CC=C2CN(C(C2=C1)=O)[C@H](C(=O)OC)C(C)C ((S)-Methyl 2-(6-(4-(3-(4-chlorophenyl)isoxazole-5-carboxamido)phenyl)-1-oxoisoindolin-2-yl)-3-methylbutanoate). Yields the product ClC1=CC=C(C=C1)C1=NOC(=C1)C(=O)NC1=CC=C(C=C1)C1=CC=C2CN(C(C2=C1)=O)[C@H](C(=O)O)C(C)C ((S)-2-(6-(4-(3-(4-Chlorophenyl)isoxazole-5-carboxamido)phenyl)-1-oxo isoindolin-2-yl)-3-methylbutanoic acid). Yield: 94.0%. Reaction SMILES: C(NC1C=CC(C2C=C3C(CN([C@@H](C(C)C)C(O)=O)C3=O)=CC=2)=CC=1)(=O)C1C=CC=CC=1.[Cl:33][C:34]1[CH:39]=[CH:38][C:37]([C:40]2[CH:44]=[C:43]([C:45]([NH:47][C:48]3[CH:53]=[CH:52][C:51]([C:54]4[CH:62]=[C:61]5[C:57]([CH2:58][N:59]([C@@H:64]([CH:69]([CH3:71])[CH3:70])[C:65]([O:67]C)=[O:66])[C:60]5=[O:63])=[CH:56][CH:55]=4)=[CH:50][CH:49]=3)=[O:46])[O:42][N:41]=2)=[CH:36][CH:35]=1>>[Cl:33][C:34]1[CH:39]=[CH:38][C:37]([C:40]2[CH:44]=[C:43]([C:45]([NH:47][C:48]3[CH:49]=[CH:50][C:51]([C:54]4[CH:62]=[C:61]5[C:57]([CH2:58][N:59]([C@@H:64]([CH:69]([CH3:71])[CH3:70])[C:65]([OH:67])=[O:66])[C:60]5=[O:63])=[CH:56][CH:55]=4)=[CH:52][CH:53]=3)=[O:46])[O:42][N:41]=2)=[CH:36][CH:35]=1. Procedure details: The compound of example 618 was prepared analogous to the compound of example 98 by hydrolysis of compound of example 617. Reactants: CO, CNc1cc(Cl)nnc1NN, [H][H], [Na+], [OH-]. The product is CNc1ccnnc1NN. RXN SMILES: [CH3:16][OH:17].[CH3:1][NH:2][c:3]1[c:4]([NH:10][NH2:11])[n:5][n:6][c:7]([Cl:9])[cH:8]1.[H:14][H:15].[Na+:13].[OH-:12]>>[CH3:1][NH:2][c:3]1[c:4]([NH:10][NH2:11])[n:5][n:6][cH:7][cH:8]1. Starting materials: [H-].C(C(C)C)[NH2+]CC(C)C (diisobutylammonium hydride), CC1(O[C@@H]2COC(=O)[C@@H]2O1)C (2,3-O-isopropylidene-D-erythronolactone), CO (methanol). The solvent is C1(=CC=CC=C1)C (toluene). Run at time 30 minute. Yields the product CC1(O[C@@H]2[C@H](O1)CO[C@H]2O)C ((3aR,4R,6aR)-2,2-dimethyl-tetrahydrofuro[3,4-d][1,3]dioxol-4-ol). Reaction SMILES: [CH3:1][C:2]1([CH3:11])[O:10][C@@H:9]2[C@@H:4]([CH2:5][O:6][C:7]2=[O:8])[O:3]1.[H-].C([NH2+]CC(C)C)C(C)C.CO>C1(C)C=CC=CC=1>[CH3:1][C:2]1([CH3:11])[O:3][C@@H:4]2[CH2:5][O:6][C@@H:7]([OH:8])[C@@H:9]2[O:10]1 |f:1.2|. Procedure: 2,3-O-isopropylidene-D-erythronolactone (1.04 g, 6.42 mmol) was dissolved in toluene (20 ml), followed by the addition of 1 M diisobutylammonium hydride (DIBAL)/THF to the solution at −78° C. The reaction mixture was stirred at the same temperature for 30 min and methanol was slowly added until the reaction terminated. The suspension was filtered through a Celite filter and the filtrate was extracted with ethyl acetate and water, followed by silica gel column chromatography using a mixture of he... The reactants are CCOC(=O)CC(=O)OCC, CCOC(=O)C(C)(C)CCCBr, CN(C)C=O, [Cl-], O=[N+]([O-])c1ccc(Cl)nc1, [H-], [Na+], [Na+]. Product: CCOC(=O)C(C)(C)CCCC(C(=O)OCC)(C(=O)OCC)c1ccc([N+](=O)[O-])cn1. RXN SMILES: [C:1]([CH2:2][C:3](=[O:4])[O:5][CH2:6][CH3:7])(=[O:8])[O:9][CH2:10][CH3:11].[CH3:14][C:15]([C:16](=[O:17])[O:18][CH2:19][CH3:20])([CH2:21][CH2:22][CH2:23][Br:24])[CH3:25].[CH3:38][N:39]([CH3:40])[CH:41]=[O:42].[Cl-:37].[Cl:26][c:27]1[n:28][cH:29][c:30]([N+:33](=[O:34])[O-:35])[cH:31][cH:32]1.[H-:12].[Na+:13].[Na+:36]>>[C:1]([C:2]([C:3](=[O:4])[O:5][CH2:6][CH3:7])([CH2:23][CH2:22][CH2:21][C:15]([CH3:14])([C:16](=[O:17])[O:18][CH2:19][CH3:20])[CH3:25])[c:27]1[n:28][cH:29][c:30]([N+:33](=[O:34])[O-:35])[cH:31][cH:32]1)(=[O:8])[O:9][CH2:10][CH3:11].